From a dataset of the Open Reaction Database (ORD), a public repository of structured organic reaction records. describe an organic reaction: reactants, conditions, products, and yield RXN SMILES: [C:24](=[O:25])([O-:26])[O-:27].[CH2:1]([CH3:2])[c:3]1[c:4](=[O:14])[n:5]([C:10]([CH3:11])([CH3:12])[CH3:13])[n:6][cH:7][c:8]1[Cl:9].[CH3:15][c:16]1[cH:17][cH:18][c:19]([CH2:20][NH2:21])[cH:22][cH:23]1.[CH3:31][CH2:32][CH2:33][CH2:34][CH2:35][CH3:36].[CH3:38][S:39](=[O:40])[CH3:41].[ClH:30].[K+:28].[K+:29].[OH2:37]>>[CH2:1]([CH3:2])[c:3]1[c:4](=[O:14])[n:5]([C:10]([CH3:11])([CH3:12])[CH3:13])[n:6][cH:7][c:8]1[NH:21][CH2:20][c:19]1[cH:18][cH:17][c:16]([CH3:15])[cH:23][cH:22]1. The reactants are O=C([O-])[O-], CCc1c(Cl)cnn(C(C)(C)C)c1=O, Cc1ccc(CN)cc1, CCCCCC, CS(C)=O, Cl, [K+], [K+], O. Yields the product CCc1c(NCc2ccc(C)cc2)cnn(C(C)(C)C)c1=O. Starting materials: C(C#CC)N1C(=NC=2N=C(NC(C12)=O)Cl)N1CC(CCC1)NC(OC(C)(C)C)=O (t-butyl [1-[7-(2-butynyl)-2-chloro-6-oxo-6,7-dihydro-1H-purin-8-yl]piperidin-3-yl]carbamate), C([O-])([O-])=O.[K+].[K+] (potassium carbonate), C(#N)C1=C(CBr)C=CC=C1 (2-cyanobenzyl bromide). Run in CN(C=O)C (N,N-dimethylformamide). Reaction conditions: time 5 hour. Product: C(C#CC)N1C(=NC=2N=C(N(C(C12)=O)CC1=C(C=CC=C1)C#N)Cl)N1CC(CCC1)NC(OC(C)(C)C)=O (t-Butyl [1-[7-(2-butynyl)-2-chloro-1-(2-cyanobenzyl)-6-oxo-6,7-dihydro-1H-purin-8-yl]piperidin-3-yl]carbamate). Yield: 35.1%. As a reaction SMILES: [CH2:1]([N:5]1[C:13]2[C:12](=[O:14])[NH:11][C:10]([Cl:15])=[N:9][C:8]=2[N:7]=[C:6]1[N:16]1[CH2:21][CH2:20][CH2:19][CH:18]([NH:22][C:23](=[O:29])[O:24][C:25]([CH3:28])([CH3:27])[CH3:26])[CH2:17]1)[C:2]#[C:3][CH3:4].C(=O)([O-])[O-].[K+].[K+].[C:36]([C:38]1[CH:45]=[CH:44][CH:43]=[CH:42][C:39]=1[CH2:40]Br)#[N:37]>CN(C)C=O>[CH2:1]([N:5]1[C:13]2[C:12](=[O:14])[N:11]([CH2:40][C:39]3[CH:42]=[CH:43][CH:44]=[CH:45][C:38]=3[C:36]#[N:37])[C:10]([Cl:15])=[N:9][C:8]=2[N:7]=[C:6]1[N:16]1[CH2:21][CH2:20][CH2:19][CH:18]([NH:22][C:23](=[O:29])[O:24][C:25]([CH3:28])([CH3:27])[CH3:26])[CH2:17]1)[C:2]#[C:3][CH3:4] |f:1.2.3|. Procedure: A mixture consisting of 100 mg of t-butyl [1-[7-(2-butynyl)-2-chloro-6-oxo-6,7-dihydro-1H-purin-8-yl]piperidin-3-yl]carbamate, 66 mg of anhydrous potassium carbonate, 70 mg of 2-cyanobenzyl bromide and 1 ml of N,N-dimethylformamide was stirred at room temperature for five hours. The reaction solution was partitioned between ethyl acetate and water, and the organic layer was washed with water and then with saturated brine. The organic layer was dried over anhydrous magnesium sulfate, and then con... Starting materials: ICC(=O)O (iodoacetic acid), [OH-].[K+] (potassium hydroxide), C(C1=CC=CC=C1)(=S)O (thiobenzoic acid). Run in C(C)O (ethanol), C(C)O (ethanol), C(C)O (ethanol), O (water). Conditions: time 10 hour. Yields the product C(C1=CC=CC=C1)(=O)SCC(=O)O (benzoylmercaptoacetic acid). Isolated yield 97.8%. RXN SMILES: [C:1]([OH:9])(=[S:8])[C:2]1[CH:7]=[CH:6][CH:5]=[CH:4][CH:3]=1.[OH-].[K+].I[CH2:13][C:14]([OH:16])=[O:15]>C(O)C.O>[C:1]([S:8][CH2:13][C:14]([OH:16])=[O:15])(=[O:9])[C:2]1[CH:7]=[CH:6][CH:5]=[CH:4][CH:3]=1 |f:1.2|. Procedure: To a purged stirring solution at 0° C. of (5.74 g, 41.6 mmoles) thiobenzoic acid in (100 mL) ethanol was added (27.8 mL, 3N, 83.2 mmoles) potassium hydroxide followed by (7.70 g, 41.6 mmoles) iodoacetic acid in (30 mL) ethanol. The solution stirred for 10 hours at room temperature under argon. The ethanol was rotavapped and the orange solid product was dissolved in (40 mL) water. The solution was acidified to pH 2.0 where an orange precipitate formed. This was filtered, washed with water, and dr...